From a dataset of the Open Reaction Database (ORD), a public repository of structured organic reaction records. describe an organic reaction: reactants, conditions, products, and yield Starting materials: NC(CC(C(=O)OCC)C)C1=C(C=CC=C1F)OCC (ethyl 4-amino-4-(2-ethoxy-6-fluorophenyl)-2-methylbutanoate), C1(=CC=C(C=C1)C=1SC=C(N1)C=O)C (2-(p-tolyl)thiazole-4-carbaldehyde). The product is C(C)OC1=C(C(=CC=C1)F)C1CC(C(N1CC=1N=C(SC1)C1=CC=C(C=C1)C)=O)C (5-(2-ethoxy-6-fluorophenyl)-3-methyl-1-((2-(p-tolyl)thiazol-4-yl)methyl)pyrrolidin-2-one). As a reaction SMILES: [NH2:1][CH:2]([C:11]1[C:16]([F:17])=[CH:15][CH:14]=[CH:13][C:12]=1[O:18][CH2:19][CH3:20])[CH2:3][CH:4]([CH3:10])[C:5]([O:7]CC)=O.[C:21]1([CH3:34])[CH:26]=[CH:25][C:24]([C:27]2[S:28][CH:29]=[C:30]([CH:32]=O)[N:31]=2)=[CH:23][CH:22]=1>>[CH2:19]([O:18][C:12]1[CH:13]=[CH:14][CH:15]=[C:16]([F:17])[C:11]=1[CH:2]1[N:1]([CH2:32][C:30]2[N:31]=[C:27]([C:24]3[CH:25]=[CH:26][C:21]([CH3:34])=[CH:22][CH:23]=3)[S:28][CH:29]=2)[C:5](=[O:7])[CH:4]([CH3:10])[CH2:3]1)[CH3:20]. Procedure: Prepared according to the described general procedure 2 (GP2) by reaction of ethyl 4-amino-4-(2-ethoxy-6-fluorophenyl)-2-methylbutanoate with commercially available 2-(p-tolyl)thiazole-4-carbaldehyde. Subsequent purification by preparative HPLC afforded the target compound. LC-MS (conditions A): tR=0.98 min.; [M+H]+: 425.01 g/mol.